From a dataset of the Open Reaction Database (ORD), a public repository of structured organic reaction records. describe an organic reaction: reactants, conditions, products, and yield The reactants are ClC=1C(=CC(=NC1)N[C@H]1C[C@H](CC1)C(=O)O)C1=NC(=CC=C1)NCC1=CC(=CC=C1)F ((1S,3R)-3-(5′-chloro-6-(3-fluorobenzylamino)-2,4′-bipyridin-2′-yl-amino)cyclopentanecarboxylic acid), CNC (dimethyl amine), C1CCOC1 (THF), Cl.C(C)N=C=NCCCN(C)C (N1-((ethylimino)methylene)-N3,N3-dimethylpropane-1,3-diamine hydrochloride), N1=NN(C2=NC=CC=C21)O (3H-[1,2,3]triazolo[4,5-b]pyridin-3-ol), C(C)(C)N(CC)C(C)C (diisopropyl ethylamine). Solvent: CN(C=O)C (dimethylformamide). Run at time 18 hour. The product is ClC=1C(=CC(=NC1)N[C@H]1C[C@H](CC1)C(=O)N(C)C)C1=NC(=CC=C1)NCC1=CC(=CC=C1)F ((1S,3R)-3-(5′-chloro-6-(3-fluorobenzylamino)-2,4′-bipyridin-2′-yl-amino)-N,N-dimethylcyclopentanecarboxamide). Reaction SMILES: [Cl:1][C:2]1[C:3]([C:17]2[CH:22]=[CH:21][CH:20]=[C:19]([NH:23][CH2:24][C:25]3[CH:30]=[CH:29][CH:28]=[C:27]([F:31])[CH:26]=3)[N:18]=2)=[CH:4][C:5]([NH:8][C@@H:9]2[CH2:13][CH2:12][C@H:11]([C:14](O)=[O:15])[CH2:10]2)=[N:6][CH:7]=1.[CH3:32][NH:33][CH3:34].C1COCC1.Cl.C(N=C=NCCCN(C)C)C.N1C2C(=NC=CC=2)N(O)N=1.C(N(C(C)C)CC)(C)C>CN(C)C=O>[Cl:1][C:2]1[C:3]([C:17]2[CH:22]=[CH:21][CH:20]=[C:19]([NH:23][CH2:24][C:25]3[CH:30]=[CH:29][CH:28]=[C:27]([F:31])[CH:26]=3)[N:18]=2)=[CH:4][C:5]([NH:8][C@@H:9]2[CH2:13][CH2:12][C@H:11]([C:14]([N:33]([CH3:34])[CH3:32])=[O:15])[CH2:10]2)=[N:6][CH:7]=1 |f:3.4|. Procedure details: To (1S,3R)-3-(5′-chloro-6-(3-fluorobenzylamino)-2,4′-bipyridin-2′-yl-amino)cyclopentanecarboxylic acid U-31332-EXP080 (10 mg, 0.023 mmol), 2M dimethyl amine in THF (0.011 ml, 0.023 mmol), N1-((ethylimino)methylene)-N3,N3-dimethylpropane-1,3-diamine hydrochloride (8.70 mg, 0.045 mmol), 3H-[1,2,3]triazolo[4,5-b]pyridin-3-ol (4.32 mg, 0.032 mmol) were added then dimethylformamide (1 ml) and diisopropyl ethylamine (0.016 ml, 0.091 mmol) were added, and the reaction mixture was stirred at ambient tem... Reactants: NCCC(C)N1CCC(CC1)C1(OC2=C(O1)C=CC=C2)C2=CC=C(C#N)C=C2 (4-{2-[1-(3-amino-1-methyl-propyl)-piperidin-4-yl]-benzo[1,3]dioxol-2-yl}-benzonitrile), CC1=C(C(=O)O)C(=CC=C1)C (2,6-dimethylbenzoic acid). The product is C(#N)C1=CC=C(C=C1)C1(OC2=C(O1)C=CC=C2)C2CCN(CC2)C(CCNC(C2=C(C=CC=C2C)C)=O)C (N-(3-{4-[2-(4-Cyano-phenyl)-benzo[1,3]dioxol-2-yl]-piperidin-1-yl}-butyl)-2,6-dimethyl-benzamide). Yield: 75.0%. As a reaction SMILES: [NH2:1][CH2:2][CH2:3][CH:4]([N:6]1[CH2:11][CH2:10][CH:9]([C:12]2([C:21]3[CH:28]=[CH:27][C:24]([C:25]#[N:26])=[CH:23][CH:22]=3)[O:16][C:15]3[CH:17]=[CH:18][CH:19]=[CH:20][C:14]=3[O:13]2)[CH2:8][CH2:7]1)[CH3:5].[CH3:29][C:30]1[CH:38]=[CH:37][CH:36]=[C:35]([CH3:39])[C:31]=1[C:32](O)=[O:33]>>[C:25]([C:24]1[CH:23]=[CH:22][C:21]([C:12]2([CH:9]3[CH2:10][CH2:11][N:6]([CH:4]([CH3:5])[CH2:3][CH2:2][NH:1][C:32](=[O:33])[C:31]4[C:35]([CH3:39])=[CH:36][CH:37]=[CH:38][C:30]=4[CH3:29])[CH2:7][CH2:8]3)[O:16][C:15]3[CH:17]=[CH:18][CH:19]=[CH:20][C:14]=3[O:13]2)=[CH:28][CH:27]=1)#[N:26]. Procedure details: Using general procedure E, 4-{2-[1-(3-amino-1-methyl-propyl)-piperidin-4-yl]-benzo[1,3]dioxol-2-yl}-benzonitrile (see EXAMPLE 277) (64 mg, 0.17 mmol) and 2,6-dimethylbenzoic acid (28 mg, 0.19 mmol) afforded COMPOUND 279 as a white foam (65 mg, 75%). 1H NMR (CDCl3) δ0.93 (d, 3H, J=6.6 Hz), 0.94-1.23 (m, 2H), 1.42-1.58 (m, 3H), 1.65-1.78 (m, 1H), 1.86-1.98 (m, 2H), 2.28-2.36 (m, 1H), 2.31 (s, 6H), 2.68-2.79 (m, 3H), 3.26-3.36 (m, 1H), 3.71-3.82 (m, 1H), 6.76-6.80 (m, 4H), 7.03 (d, 2H, J=7.8 Hz), 7... Reactants: C=CC#N, CC(C)O, C1CCC2=NCCCN2CC1, O=CC(c1ccccc1)c1ccccc1. The product is N#CCCC(C=O)(c1ccccc1)c1ccccc1. As a reaction SMILES: [CH2:16]=[CH:17][C:18]#[N:19].[CH:31]([OH:32])([CH3:33])[CH3:34].[N:20]12[CH2:21][CH2:22][CH2:23][N:24]=[C:25]1[CH2:26][CH2:27][CH2:28][CH2:29][CH2:30]2.[c:1]1([CH:7]([CH:8]=[O:9])[c:10]2[cH:11][cH:12][cH:13][cH:14][cH:15]2)[cH:2][cH:3][cH:4][cH:5][cH:6]1>>[c:1]1([C:7]([CH:8]=[O:9])([c:10]2[cH:11][cH:12][cH:13][cH:14][cH:15]2)[CH2:16][CH2:17][C:18]#[N:19])[cH:2][cH:3][cH:4][cH:5][cH:6]1. Isolated yield 79.5%. Solvent: O (water). Reported procedure: To 30 ml of N,N-dimethylformamide are added 2-chloro-4-trifluoromethyl phenol (0.29 g) and potassium carbonate (0.25 g) and 5-(4-bromomethyl-3-chlorophenyl) 3-(2-chloro-6-fluorophenyl)-1-methyl-1H-1,2,4-triazole (0.60 g) is added thereto at room temperature with stirring, which is stirred at 120° C. for 1 hour. On completion of the reaction, the reaction solution is cooled to room temperature, poured into water and extracted with toluene. The organic layer is washed with water, dried over anhydr... Reactants: CN(C=O)C (N,N-dimethylformamide), ClC1=C(C=CC(=C1)C(F)(F)F)O (2-chloro-4-trifluoromethyl phenol), C([O-])([O-])=O.[K+].[K+] (potassium carbonate), BrCC1=C(C=C(C=C1)C1=NC(=NN1C)C1=C(C=CC=C1F)Cl)Cl (5-(4-bromomethyl-3-chlorophenyl) 3-(2-chloro-6-fluorophenyl)-1-methyl-1H-1,2,4-triazole). RXN SMILES: CN(C)C=O.[Cl:6][C:7]1[CH:12]=[C:11]([C:13]([F:16])([F:15])[F:14])[CH:10]=[CH:9][C:8]=1[OH:17].C(=O)([O-])[O-].[K+].[K+].Br[CH2:25][C:26]1[CH:31]=[CH:30][C:29]([C:32]2[N:36]([CH3:37])[N:35]=[C:34]([C:38]3[C:43]([F:44])=[CH:42][CH:41]=[CH:40][C:39]=3[Cl:45])[N:33]=2)=[CH:28][C:27]=1[Cl:46]>O>[Cl:45][C:39]1[CH:40]=[CH:41][CH:42]=[C:43]([F:44])[C:38]=1[C:34]1[N:33]=[C:32]([C:29]2[CH:30]=[CH:31][C:26]([CH2:25][O:17][C:8]3[CH:9]=[CH:10][C:11]([C:13]([F:15])([F:16])[F:14])=[CH:12][C:7]=3[Cl:6])=[C:27]([Cl:46])[CH:28]=2)[N:36]([CH3:37])[N:35]=1 |f:2.3.4|. The product is ClC1=C(C(=CC=C1)F)C1=NN(C(=N1)C1=CC(=C(C=C1)COC1=C(C=C(C=C1)C(F)(F)F)Cl)Cl)C (3-(2-chloro-6-fluorophenyl)-5-[3-chloro-4(2-chloro-4-trifluoromethylphenoxymethyl)phenyl]-1-methyl-1H-1,2,4-triazole). The reactants are Cl, O=N[O-], CC1Cc2c(N)c(Cl)cc(Cl)c2O1, [Na+], [Na+], [OH-], O, O=S(=O)(O)O, Cl[Sn]Cl. Yields the product CC1Cc2c(NN)c(Cl)cc(Cl)c2O1. RXN SMILES: [ClH:29].[N:14]([O-:15])=[O:16].[NH2:1][c:2]1[c:3]([Cl:13])[cH:4][c:5]([Cl:12])[c:6]2[c:7]1[CH2:8][CH:9]([CH3:11])[O:10]2.[Na+:17].[Na+:22].[OH-:21].[OH2:28].[S:23](=[O:24])(=[O:25])([OH:26])[OH:27].[Sn:18]([Cl:19])[Cl:20]>>[NH:1]([c:2]1[c:3]([Cl:13])[cH:4][c:5]([Cl:12])[c:6]2[c:7]1[CH2:8][CH:9]([CH3:11])[O:10]2)[NH2:14].